This data is from the Open Reaction Database (ORD), a public repository of structured organic reaction records. The task is: describe an organic reaction: reactants, conditions, products, and yield Reactants: [BH4-].[Na+] (sodium borohydride), COC1=CC=C(C=N1)NC1=NC=C(C=O)C=C1C1=C2N=CN(C2=NC(=N1)C)C1OCCCC1 (6-(6-Methoxypyridin-3-ylamino)-5-(2-methyl-9-(tetrahydro-2H-pyran-2-yl)-9H-purin-6-yl)nicotinaldehyde), Cl (HCl), Cl (HCl), NC=1C=NC=CC1 (3-aminopyridine). The reagents and catalysts are C(C)(C)O[Ti](OC(C)C)(OC(C)C)OC(C)C (tetraisopropoxytitanium). Solvent: CO (MeOH), C(Cl)Cl (DCM), CO (MeOH), ClCCl (dichloromethane), C(C)O (ethanol). Conditions: time 6 hour. The product is COC1=CC=C(C=N1)NC1=NC=C(C=C1C1=C2N=CNC2=NC(=N1)C)CNC=1C=NC=CC1 (N-(6-methoxypyridin-3-yl)-3-(2-methyl-9H-purin-6-yl)-5-((pyridin-3-ylamino)methyl)pyridin-2-amine). Yield: 18.1%. Reaction SMILES: [CH3:1][O:2][C:3]1[N:8]=[CH:7][C:6]([NH:9][C:10]2[C:17]([C:18]3[N:26]=[C:25]([CH3:27])[N:24]=[C:23]4[C:19]=3[N:20]=[CH:21][N:22]4C3CCCCO3)=[CH:16][C:13]([CH:14]=O)=[CH:12][N:11]=2)=[CH:5][CH:4]=1.[NH2:34][C:35]1[CH:36]=[N:37][CH:38]=[CH:39][CH:40]=1.[BH4-].[Na+].Cl>C(O)C.ClCCl.CO.C(O[Ti](OC(C)C)(OC(C)C)OC(C)C)(C)C>[CH3:1][O:2][C:3]1[N:8]=[CH:7][C:6]([NH:9][C:10]2[C:17]([C:18]3[N:26]=[C:25]([CH3:27])[N:24]=[C:23]4[C:19]=3[N:20]=[CH:21][NH:22]4)=[CH:16][C:13]([CH2:14][NH:34][C:35]3[CH:36]=[N:37][CH:38]=[CH:39][CH:40]=3)=[CH:12][N:11]=2)=[CH:5][CH:4]=1 |f:2.3|. Procedure: 6-(6-Methoxypyridin-3-ylamino)-5-(2-methyl-9-(tetrahydro-2H-pyran-2-yl)-9H-purin-6-yl)nicotinaldehyde (153.3 mg, 0.3441 mmol) was suspended in ethanol (3.0 mL) and dichloromethane (3.0 mL), 3-aminopyridine (65.9 mg, 0.700 mmol) and tetraisopropoxytitanium (0.15 mL, 0.51 mmol) were added. The flask was fitted with a reflux condenser and placed in a preheated oil bath (50° C.-60° C.) and stirred under nitrogen for 6 hours. Then, the reaction was cooled to room temperature and allowed to stir overn...